From a dataset of the Open Reaction Database (ORD), a public repository of structured organic reaction records. describe an organic reaction: reactants, conditions, products, and yield Starting materials: C1(CC1)CN1CCN(CCC1)C1CCC(CC1)N (4-(4-(cyclopropylmethyl)-1,4-diazepan-1-yl)cyclohexanamine), C1(CC1)CN1CCN(CCC1)C1CCC(CC1)N (4-(4-(cyclopropylmethyl)-1,4-diazepan-1-yl)cyclohexanamine), C1(CCCC1)N1C2=C(N(C(C3(C1)CC3)=O)C)C=NC(=N2)NC2=C(C=C(C(=O)O)C=C2)OC (4-(9′-Cyclopentyl-5′-methyl-6′-oxo-5′,6′,8′,9′-tetrahydrospiro[cyclopropane-1,7′-pyrimido[4,5-b][1,4]diazepine]-2′-ylamino)-3-methoxybenzoic acid), C1(CCCC1)N1C2=C(N(C(C3(C1)CC3)=O)C)C=NC(=N2)NC2=C(C=C(C(=O)O)C=C2)OC (4-(9′-Cyclopentyl-5′-methyl-6′-oxo-5′,6′,8′,9′-tetrahydrospiro[cyclopropane-1,7′-pyrimido[4,5-b][1,4]diazepine]-2′-ylamino)-3-methoxybenzoic acid), CCN(C(C)C)C(C)C (DIPEA), CN(C)C(=[N+](C)C)ON1C2=C(C=CC=C2)N=N1.[B-](F)(F)(F)F (TBTU). Run in CN(C)C=O (DMF). Run at time 2 hour. The product is C1(CCCC1)N1C2=C(N(C(C3(C1)CC3)=O)C)C=NC(=N2)NC2=C(C=C(C(=O)NC3CCC(CC3)N3CCN(CCC3)CC3CC3)C=C2)OC (4-(9′-cyclopentyl-5′-methyl-6′-oxo-5′,6′,8′,9′-tetrahydrospiro[cyclopropane-1,7′-pyrimido[4,5-b][1,4]diazepine]-2′-ylamino)-N-(4-(4-(cyclopropylmethyl)-1,4-diazepan-1-yl)cyclohexyl)-3-methoxybenzamide). As a reaction SMILES: [CH:1]1([N:6]2[CH2:12][C:11]3([CH2:14][CH2:13]3)[C:10](=[O:15])[N:9]([CH3:16])[C:8]3[CH:17]=[N:18][C:19]([NH:21][C:22]4[CH:30]=[CH:29][C:25]([C:26](O)=[O:27])=[CH:24][C:23]=4[O:31][CH3:32])=[N:20][C:7]2=3)[CH2:5][CH2:4][CH2:3][CH2:2]1.CCN(C(C)C)C(C)C.CN(C(ON1N=NC2C=CC=CC1=2)=[N+](C)C)C.[B-](F)(F)(F)F.[CH:64]1([CH2:67][N:68]2[CH2:74][CH2:73][CH2:72][N:71]([CH:75]3[CH2:80][CH2:79][CH:78]([NH2:81])[CH2:77][CH2:76]3)[CH2:70][CH2:69]2)[CH2:66][CH2:65]1>CN(C=O)C>[CH:1]1([N:6]2[CH2:12][C:11]3([CH2:14][CH2:13]3)[C:10](=[O:15])[N:9]([CH3:16])[C:8]3[CH:17]=[N:18][C:19]([NH:21][C:22]4[CH:30]=[CH:29][C:25]([C:26]([NH:81][CH:78]5[CH2:77][CH2:76][CH:75]([N:71]6[CH2:72][CH2:73][CH2:74][N:68]([CH2:67][CH:64]7[CH2:65][CH2:66]7)[CH2:69][CH2:70]6)[CH2:80][CH2:79]5)=[O:27])=[CH:24][C:23]=4[O:31][CH3:32])=[N:20][C:7]2=3)[CH2:5][CH2:4][CH2:3][CH2:2]1 |f:2.3|. Reported procedure: 4-(9′-Cyclopentyl-5′-methyl-6′-oxo-5′,6′,8′,9′-tetrahydrospiro[cyclopropane-1,7′-pyrimido[4,5-b][1,4]diazepine]-2′-ylamino)-3-methoxybenzoic acid (Intermediate 5) (88 mg, 0.2 mmol, 1 eq), DIPEA (70 μl, 0.4 mmol, 2 eq) and TBTU (72 mg, 0.24 mmol, 1.2 eq) were added to 2 mL DMF and the resulting solution was stirred at rt for min before the addition of 4-(4-(cyclopropylmethyl)-1,4-diazepan-1-yl)cyclohexanamine (Intermediate 14) (60 mg, 0.24 mmol, 1.2 eq). The RM was then stirred at rt for 2 hours ... The reactants are CCOC(=O)COc1cc2c(c(Br)c1Br)C(=O)C(c1ccccc1)C2, C[Si](C)(C)C#CCBr. Product: CCOC(=O)COc1cc2c(c(Br)c1Br)C(=O)C(CC#C[Si](C)(C)C)(c1ccccc1)C2. RXN SMILES: [Br:1][c:2]1[c:3]([O:19][CH2:20][C:21](=[O:22])[O:23][CH2:24][CH3:25])[cH:4][c:5]2[c:9]([c:10]1[Br:11])[C:8](=[O:12])[CH:7]([c:13]1[cH:14][cH:15][cH:16][cH:17][cH:18]1)[CH2:6]2.[Br:26][CH2:27][C:28]#[C:29][Si:30]([CH3:31])([CH3:32])[CH3:33]>>[Br:1][c:2]1[c:3]([O:19][CH2:20][C:21](=[O:22])[O:23][CH2:24][CH3:25])[cH:4][c:5]2[c:9]([c:10]1[Br:11])[C:8](=[O:12])[C:7]([c:13]1[cH:14][cH:15][cH:16][cH:17][cH:18]1)([CH2:27][C:28]#[C:29][Si:30]([CH3:31])([CH3:32])[CH3:33])[CH2:6]2. The reactants are C(C)(C)(C)OC(NC1=C(C=C(C=C1)I)NC(CC(=O)C1=CC(=CC=C1)C#N)=O)=O ({2-[3-(3-cyano-phenyl)-3-oxo-propionylamino]-4-iodo-phenyl}-carbamic acid tert.-butyl ester), C(=O)(C(F)(F)F)O (TFA). The solvent is C(Cl)Cl (CH2Cl2). Yields the product IC1=CC2=C(N=C(CC(N2)=O)C=2C=C(C#N)C=CC2)C=C1 (3-(7-Iodo-4-oxo-4,5-dihydro-3H-benzo[b][1,4]diazepin-2-yl)-benzonitrile). Yield: 98.8%. RXN SMILES: C(OC(=O)[NH:7][C:8]1[CH:13]=[CH:12][C:11]([I:14])=[CH:10][C:9]=1[NH:15][C:16](=[O:28])[CH2:17][C:18]([C:20]1[CH:25]=[CH:24][CH:23]=[C:22]([C:26]#[N:27])[CH:21]=1)=O)(C)(C)C.C(O)(C(F)(F)F)=O>C(Cl)Cl>[I:14][C:11]1[CH:12]=[CH:13][C:8]2[N:7]=[C:18]([C:20]3[CH:21]=[C:22]([CH:23]=[CH:24][CH:25]=3)[C:26]#[N:27])[CH2:17][C:16](=[O:28])[NH:15][C:9]=2[CH:10]=1. Procedure: Prepared from {2-[3-(3-cyano-phenyl)-3-oxo-propionylamino]-4-iodo-phenyl}-carbamic acid tert.-butyl ester (Example K1) (1.15 g, 2.3 mmol) by treatment with TFA in CH2Cl2 according to the general procedure M. Obtained as a yellow solid (880 mg). The reactants are ClCCl, C[Si](C)(C)N[Si](C)(C)C, CO, CN(C)C=O, O=C(O)C(CC1CCCC1)c1ccc(F)c(C(F)(F)F)c1, O=C(Cl)C(=O)Cl. The product is NC(=O)C(CC1CCCC1)c1ccc(F)c(C(F)(F)F)c1. As a reaction SMILES: [CH2:39]([Cl:40])[Cl:41].[CH3:28][Si:29]([NH:30][Si:33]([CH3:34])([CH3:35])[CH3:36])([CH3:31])[CH3:32].[CH3:37][OH:38].[CH3:42][N:43]([CH3:44])[CH:45]=[O:46].[CH:1]1([CH2:6][CH:7]([C:8](=[O:9])[OH:10])[c:11]2[cH:12][c:13]([C:18]([F:19])([F:20])[F:21])[c:14]([F:17])[cH:15][cH:16]2)[CH2:2][CH2:3][CH2:4][CH2:5]1.[Cl:22][C:23]([C:24]([Cl:25])=[O:26])=[O:27]>>[CH:1]1([CH2:6][CH:7]([C:8](=[O:9])[NH2:30])[c:11]2[cH:12][c:13]([C:18]([F:19])([F:20])[F:21])[c:14]([F:17])[cH:15][cH:16]2)[CH2:2][CH2:3][CH2:4][CH2:5]1. Starting materials: N#Cc1cccc(C#N)c1-c1nc2c3ccc(Cl)cc3c3cc(Br)ccc3c2[nH]1, O=C([O-])[O-], C1CCOC1, C=CC(C)(C)O, B1C2CCCC1CCC2, [Cs+], [Cs+], CN(C)C=O, O. Yields the product CC(C)(O)CCc1ccc2c(c1)c1cc(Cl)ccc1c1[nH]c(-c3c(C#N)cccc3C#N)nc21. RXN SMILES: [Br:27][c:28]1[cH:29][c:30]2[c:31]3[cH:32][c:33]([Cl:55])[cH:34][cH:35][c:36]3[c:37]3[c:38]([nH:39][c:40](-[c:42]4[c:43]([C:44]#[N:45])[cH:46][cH:47][cH:48][c:49]4[C:50]#[N:51])[n:41]3)[c:52]2[cH:53][cH:54]1.[C:21](=[O:22])([O-:23])[O-:24].[CH2:10]1[O:11][CH2:12][CH2:13][CH2:14]1.[CH3:15][C:16]([CH3:17])([CH:18]=[CH2:19])[OH:20].[CH:1]12[CH2:2][CH2:3][CH2:4][CH:5]([BH:6]1)[CH2:7][CH2:8][CH2:9]2.[Cs+:25].[Cs+:26].[O:57]=[CH:58][N:59]([CH3:60])[CH3:61].[OH2:56]>>[CH3:15][C:16]([CH3:17])([CH2:18][CH2:19][c:28]1[cH:29][c:30]2[c:31]3[cH:32][c:33]([Cl:55])[cH:34][cH:35][c:36]3[c:37]3[c:38]([n:39][c:40](-[c:42]4[c:43]([C:44]#[N:45])[cH:46][cH:47][cH:48][c:49]4[C:50]#[N:51])[nH:41]3)[c:52]2[cH:53][cH:54]1)[OH:20].